From a dataset of the Open Reaction Database (ORD), a public repository of structured organic reaction records. describe an organic reaction: reactants, conditions, products, and yield Starting materials: ClC1=CC2=C(C3=C(CN=C2C2=C(C=CC=C2)Cl)C=NC(=N3)C)C=C1 (9-chloro-7-(2-chlorophenyl)-2-methyl-5H-pyrimido[5,4-d][2]benzazepine), ClC1=CC(=CC=C1)C(=O)OO (meta-chloroperbenzoic acid). The solvent is C(Cl)Cl (methylene chloride). Yields the product ClC1=CC2=C(C3=C(C[N+](=C2C2=C(C=CC=C2)Cl)[O-])C=NC(=N3)C)C=C1 (9-chloro-7-(2-chlorophenyl)-2-methyl-5H-pyrimido[5,4-d][2]benzazepine-6-oxide). As a reaction SMILES: [Cl:1][C:2]1[CH:24]=[CH:23][C:5]2[C:6]3[N:21]=[C:20]([CH3:22])[N:19]=[CH:18][C:7]=3[CH2:8][N:9]=[C:10]([C:11]3[CH:16]=[CH:15][CH:14]=[CH:13][C:12]=3[Cl:17])[C:4]=2[CH:3]=1.ClC1C=CC=C(C(OO)=[O:33])C=1>C(Cl)Cl>[Cl:1][C:2]1[CH:24]=[CH:23][C:5]2[C:6]3[N:21]=[C:20]([CH3:22])[N:19]=[CH:18][C:7]=3[CH2:8][N+:9]([O-:33])=[C:10]([C:11]3[CH:16]=[CH:15][CH:14]=[CH:13][C:12]=3[Cl:17])[C:4]=2[CH:3]=1. Reported procedure: A solution of 2.0 g (5.6 mmole) of 9-chloro-7-(2-chlorophenyl)-2-methyl-5H-pyrimido[5,4-d][2]benzazepine and 2.2 g (10.8 mmole) of 85% meta-chloroperbenzoic acid in 100 ml of methylene chloride was stirred at room temperature for 21 hr. The methylene chloride solution was washed with cold dilute aqueous sodium hydroxide, dried over anhydrous sodium sulfate, and concentrated at reduced pressure to dryness. Purification by plug filtration (silica gel, 25 g; eluent 1000 ml 1:1 ether methylene chlor... Starting materials: FC(S(=O)(=O)NC1=CC=C(C=C1)CCN1C(C2=CN=C3C=CC=C(C1=O)N32)=O)(F)F (4,5-dihydro-4-[2-[4-(trifluoromethanesulfonamido)phenyl]ethan-1-yl]-3H-1,4,8b-triazaacenaphthylene-3,5-dione), Cl (hydrochloric acid). Solvent: CO (methanol). Product: Cl.FC(S(=O)(=O)NC1=CC=C(C=C1)CCN1C(C2=CN=C3C=CC=C(C1=O)N32)=O)(F)F (4,5-dihydro-4-[2-[4-(trifluoromethane sulfonamido)phenyl]ethan-1-yl]-3H-1,4,8b-triazaacenaphthylene-3,5-dione-hydrochloride). As a reaction SMILES: [F:1][C:2]([F:30])([F:29])[S:3]([NH:6][C:7]1[CH:12]=[CH:11][C:10]([CH2:13][CH2:14][N:15]2[C:25](=[O:26])[C:24]3[N:27]4[C:17](=[CH:18][N:19]=[C:20]4[CH:21]=[CH:22][CH:23]=3)[C:16]2=[O:28])=[CH:9][CH:8]=1)(=[O:5])=[O:4].[ClH:31]>CO>[ClH:31].[F:29][C:2]([F:1])([F:30])[S:3]([NH:6][C:7]1[CH:12]=[CH:11][C:10]([CH2:13][CH2:14][N:15]2[C:25](=[O:26])[C:24]3[N:27]4[C:17](=[CH:18][N:19]=[C:20]4[CH:21]=[CH:22][CH:23]=3)[C:16]2=[O:28])=[CH:9][CH:8]=1)(=[O:4])=[O:5] |f:3.4|. Procedure details: To a suspension of 59 mg (0.13 mmol) of 4,5-dihydro-4-[2-[4-(trifluoromethanesulfonamido)phenyl]ethan-1-yl]-3H-1,4,8b-triazaacenaphthylene-3,5-dione in 5 ml of methanol was added 0.05 ml of conc. hydrochloric acid. The solvent was distilled off to afford 64 mg of the desired compound (100%, a pale yellow solid).